Dataset: the Open Reaction Database (ORD), a public repository of structured organic reaction records. Task: describe an organic reaction: reactants, conditions, products, and yield The product is C=CCC(CCO[Si](c1ccccc1)(c1ccccc1)C(C)(C)C)OCC. As a reaction SMILES: [C:1]([CH3:2])([CH3:3])([CH3:4])[Si:5]([O:6][CH2:7][CH2:8][CH:9]([CH2:10][CH:11]=[CH2:12])[OH:13])([c:14]1[cH:15][cH:16][cH:17][cH:18][cH:19]1)[c:20]1[cH:21][cH:22][cH:23][cH:24][cH:25]1.[CH2:26]([CH3:27])[I:28].[CH2:32]1[O:33][CH2:34][CH2:35][CH2:36]1.[H-:29].[Na+:30].[OH2:31]>>[C:1]([CH3:2])([CH3:3])([CH3:4])[Si:5]([O:6][CH2:7][CH2:8][CH:9]([CH2:10][CH:11]=[CH2:12])[O:13][CH2:26][CH3:27])([c:14]1[cH:15][cH:16][cH:17][cH:18][cH:19]1)[c:20]1[cH:21][cH:22][cH:23][cH:24][cH:25]1. Starting materials: C=CCC(O)CCO[Si](c1ccccc1)(c1ccccc1)C(C)(C)C, CCI, C1CCOC1, [H-], [Na+], O. The product is N#Cc1ccc(CCC(=O)N2CCCc3cc(NCc4ccccc4)ccc32)cc1. Reaction SMILES: [C:32]([BH3-:33])#[N:34].[CH3:36][OH:37].[CH3:38][C:39](=[O:40])[OH:41].[CH:24](=[O:25])[c:26]1[cH:27][cH:28][cH:29][cH:30][cH:31]1.[NH2:1][c:2]1[cH:3][c:4]2[c:9]([cH:10][cH:11]1)[N:8]([C:12]([CH2:13][CH2:14][c:15]1[cH:16][cH:17][c:18]([C:21]#[N:22])[cH:19][cH:20]1)=[O:23])[CH2:7][CH2:6][CH2:5]2.[Na+:35]>>[NH:1]([c:2]1[cH:3][c:4]2[c:9]([cH:10][cH:11]1)[N:8]([C:12]([CH2:13][CH2:14][c:15]1[cH:16][cH:17][c:18]([C:21]#[N:22])[cH:19][cH:20]1)=[O:23])[CH2:7][CH2:6][CH2:5]2)[CH2:24][c:26]1[cH:27][cH:28][cH:29][cH:30][cH:31]1. Reactants: [BH3-]C#N, CO, CC(=O)O, O=Cc1ccccc1, N#Cc1ccc(CCC(=O)N2CCCc3cc(N)ccc32)cc1, [Na+]. RXN SMILES: [Br:41][c:42]1[cH:43][c:44]([C:49]([NH:50][CH2:51][c:52]2[cH:53][n:54][cH:55][cH:56][cH:57]2)=[O:58])[cH:45][cH:46][c:47]1[CH3:48].[CH3:1][O:2][c:3]1[cH:4][cH:5][c:6]([CH2:7][N:8]([CH2:9][c:10]2[cH:11][cH:12][c:13]([O:14][CH3:15])[cH:16][cH:17]2)[c:18]2[n:19][cH:20][c:21](-[c:22]3[c:23]4[c:27]([n:28][c:29]([N:30]5[CH2:31][CH2:32][O:33][CH2:34][CH2:35]5)[n:36]3)[NH:26][CH2:25][CH2:24]4)[cH:37][n:38]2)[cH:39][cH:40]1.[CH3:59][O:60][c:61]1[cH:62][cH:63][c:64]([CH2:65][N:66]([c:67]2[n:68][cH:69][c:70](-[c:73]3[c:74]4[c:75]([n:76][c:77]([N:79]5[CH2:80][CH2:81][O:82][CH2:83][CH2:84]5)[n:78]3)[N:85]([c:88]3[cH:89][c:90]([C:91](=[O:92])[NH:93][CH2:94][c:95]5[cH:96][n:97][cH:98][cH:99][cH:100]5)[cH:101][cH:102][c:103]3[CH3:104])[CH2:86][CH2:87]4)[cH:71][n:72]2)[CH2:105][c:106]2[cH:107][cH:108][c:109]([O:110][CH3:111])[cH:112][cH:113]2)[cH:114][cH:115]1>>[NH2:66][c:67]1[n:68][cH:69][c:70](-[c:73]2[c:74]3[c:75]([n:76][c:77]([N:79]4[CH2:80][CH2:81][O:82][CH2:83][CH2:84]4)[n:78]2)[N:85]([c:88]2[cH:89][c:90]([C:91](=[O:92])[NH:93][CH2:94][c:95]4[cH:96][n:97][cH:98][cH:99][cH:100]4)[cH:101][cH:102][c:103]2[CH3:104])[CH2:86][CH2:87]3)[cH:71][n:72]1. The reactants are Cc1ccc(C(=O)NCc2cccnc2)cc1Br, COc1ccc(CN(Cc2ccc(OC)cc2)c2ncc(-c3nc(N4CCOCC4)nc4c3CCN4)cn2)cc1, COc1ccc(CN(Cc2ccc(OC)cc2)c2ncc(-c3nc(N4CCOCC4)nc4c3CCN4c3cc(C(=O)NCc4cccnc4)ccc3C)cn2)cc1. Yields the product Cc1ccc(C(=O)NCc2cccnc2)cc1N1CCc2c(-c3cnc(N)nc3)nc(N3CCOCC3)nc21.